Dataset: the Open Reaction Database (ORD), a public repository of structured organic reaction records. Task: describe an organic reaction: reactants, conditions, products, and yield The reactants are NCC1=NC=C2SC=CN21 (5-aminomethylimidazo[5,1-b]thiazole), C(C)(=O)OC(C)=O (acetic anhydride), N1=CC=CC=C1 (pyridine). Run in C(Cl)Cl (methylene chloride). Reaction conditions: time 8 hour. Product: C(C)(=O)NCC1=NC=C2SC=CN21 (5-(Acetylamino)methylimidazo[5,1-b]thiazole). Yield: 83.0%. Reaction SMILES: [NH2:1][CH2:2][C:3]1[N:10]2[C:6]([S:7][CH:8]=[CH:9]2)=[CH:5][N:4]=1.[C:11](OC(=O)C)(=[O:13])[CH3:12].N1C=CC=CC=1>C(Cl)Cl>[C:11]([NH:1][CH2:2][C:3]1[N:10]2[C:6]([S:7][CH:8]=[CH:9]2)=[CH:5][N:4]=1)(=[O:13])[CH3:12]. Procedure: To a solution of 150 mg (0.98 mmol) of 5-aminomethylimidazo[5,1-b]thiazole in 1 ml of methylene chloride were added 1 ml of acetic anhydride and 0.5 ml of pyridine, and the mixture was stirred overnight at room temperature. The reaction solution was concentrated. The residue was dissolved in methylene chloride, and washed with water. The organic layer was dried over anhydrous magnesium sulfate, and concentrated under reduced pressure. The residue was purified by flash column chromatography using... Reactants: C(C)(C)[N-]C(C)C.[Li+] (Lithium diisopropyl amide), C1CCOC1 (THF), FC1=C(C(=CC=C1)F)OC (2,6-difluoroanisole), CN(C)C=O (DMF). The solvent is C(C)(=O)OCC (ethyl acetate), O (Water). Reaction conditions: time 30 minute. The product is FC1=C(C=O)C=CC(=C1OC)F (2,4-difluoro-3-methoxybenzaldehyde). As a reaction SMILES: C([N-]C(C)C)(C)C.[Li+].C1C[O:12][CH2:11]C1.[F:14][C:15]1[CH:20]=[CH:19][CH:18]=[C:17]([F:21])[C:16]=1[O:22][CH3:23].CN(C=O)C>C(OCC)(=O)C.O>[F:14][C:15]1[C:16]([O:22][CH3:23])=[C:17]([F:21])[CH:18]=[CH:19][C:20]=1[CH:11]=[O:12] |f:0.1|. Procedure details: Lithium diisopropyl amide (1.5M cyclohexane solution, 5.6 mL) was added dropwise to a THF (10 mL) solution of 2,6-difluoroanisole (1.00 g) at −72° C. under nitrogen atmosphere, and the reaction solution was agitated for 30 minutes. DMF (2.7 mL) was added to the reaction mixture, the reaction solution was agitated for 30 minutes at −78° C., and then agitated at room temperature for 1 hour. Water and ethyl acetate were added to the reaction mixture, and the organic layer was partitioned. The organ... Starting materials: C(C)(C)(C)OC(=O)NC1=CC(=C(C(=O)C=2N=NN(C2C(=O)OCC)CC2=CC=C(C=C2)OC)C=C1)[N+](=O)[O-] (ethyl 4-(4-t-butoxycarbonylamino-2-nitrobenzoyl)-1-(4-methoxybenzyl)-1,2,3-triazole-5-carboxylate), C(C)(C)(C)OC(=O)NC1=CC(=C(C(=O)C2=C(N=NN2CC2=CC=C(C=C2)OC)C(=O)OCC)C=C1)[N+](=O)[O-] (ethyl 5-(4-t-butoxycarbonylamino-2-nitrobenzoyl)-1-(4-methoxybenzyl)-1,2,3-triazole-4-carboxylate). Reagents/catalysts: [Pd] (palladium on carbon). Solvent: C(C)(=O)OCC (ethyl acetate). Conditions: time 8 hour. Product: NC1=C(C(=O)C=2N=NN(C2C(=O)OCC)CC2=CC=C(C=C2)OC)C=CC(=C1)NC(=O)OC(C)(C)C (ethyl 4-(2-amino-4-t-butoxycarbonylaminobenzoyl)-1-(4-methoxybenzyl)-1,2,3-triazole-5-carboxylate). The yield is 26.4%. Reaction SMILES: [C:1]([O:5][C:6]([NH:8][C:9]1[CH:35]=[CH:34][C:12]([C:13]([C:15]2[N:16]=[N:17][N:18]([CH2:25][C:26]3[CH:31]=[CH:30][C:29]([O:32][CH3:33])=[CH:28][CH:27]=3)[C:19]=2[C:20]([O:22][CH2:23][CH3:24])=[O:21])=[O:14])=[C:11]([N+:36]([O-])=O)[CH:10]=1)=[O:7])([CH3:4])([CH3:3])[CH3:2].C(OC(NC1C=CC(C(C2N(CC3C=CC(OC)=CC=3)N=NC=2C(OCC)=O)=O)=C([N+]([O-])=O)C=1)=O)(C)(C)C>C(OCC)(=O)C.[Pd]>[NH2:36][C:11]1[CH:10]=[C:9]([NH:8][C:6]([O:5][C:1]([CH3:2])([CH3:4])[CH3:3])=[O:7])[CH:35]=[CH:34][C:12]=1[C:13]([C:15]1[N:16]=[N:17][N:18]([CH2:25][C:26]2[CH:27]=[CH:28][C:29]([O:32][CH3:33])=[CH:30][CH:31]=2)[C:19]=1[C:20]([O:22][CH2:23][CH3:24])=[O:21])=[O:14]. Procedure: To a solution of the 1:1 mixture (872 mg) of ethyl 4-(4-t-butoxycarbonylamino-2-nitrobenzoyl)-1-(4-methoxybenzyl)-1,2,3-triazole-5-carboxylate and ethyl 5-(4-t-butoxycarbonylamino-2-nitrobenzoyl)-1-(4-methoxybenzyl)-1,2,3-triazole-4-carboxylate, prepared in the step (b), in ethyl acetate (20 ml) was added 10% palladium on carbon (30 mg). The mixture was stirred under a hydrogen atmosphere overnight and filtered. The filtrate was concentrated under reduced pressure, and the resulting oil was puri... Starting materials: COC(=O)C1CC(S(=O)(=O)c2ccccc2C(F)(F)F)CN1c1cc(C)nn1C(C)C, [Li+], [OH-]. Product: Cc1cc(N2CC(S(=O)(=O)c3ccccc3C(F)(F)F)CC2C(=O)O)n(C(C)C)n1. As a reaction SMILES: [CH3:1][O:2][C:3](=[O:4])[CH:5]1[N:6]([c:23]2[n:24]([CH:29]([CH3:30])[CH3:31])[n:25][c:26]([CH3:28])[cH:27]2)[CH2:7][CH:8]([S:10](=[O:11])(=[O:12])[c:13]2[c:14]([C:19]([F:20])([F:21])[F:22])[cH:15][cH:16][cH:17][cH:18]2)[CH2:9]1.[Li+:32].[OH-:33]>>[O:2]=[C:3]([OH:4])[CH:5]1[N:6]([c:23]2[n:24]([CH:29]([CH3:30])[CH3:31])[n:25][c:26]([CH3:28])[cH:27]2)[CH2:7][CH:8]([S:10](=[O:11])(=[O:12])[c:13]2[c:14]([C:19]([F:20])([F:21])[F:22])[cH:15][cH:16][cH:17][cH:18]2)[CH2:9]1. Reported procedure: The title compound is prepared according to process E starting from 3-ethyl-5-fluoro-1,3-dihydro-2H-indol-2-one and 1,5-dibromopentane. The product is BrCCCCCC1(C(NC2=CC=C(C=C12)F)=O)CC (3-(5-Bromopentyl)-3-ethyl-5-fluoro-1,3-dihydro-2H-indol-2-one). The reactants are C(C)C1C(NC2=CC=C(C=C12)F)=O (3-ethyl-5-fluoro-1,3-dihydro-2H-indol-2-one), BrCCCCCBr (1,5-dibromopentane). As a reaction SMILES: [CH2:1]([CH:3]1[C:11]2[C:6](=[CH:7][CH:8]=[C:9]([F:12])[CH:10]=2)[NH:5][C:4]1=[O:13])[CH3:2].Br[CH2:15][CH2:16][CH2:17][CH2:18][CH2:19][Br:20]>>[Br:20][CH2:19][CH2:18][CH2:17][CH2:16][CH2:15][C:3]1([CH2:1][CH3:2])[C:11]2[C:6](=[CH:7][CH:8]=[C:9]([F:12])[CH:10]=2)[NH:5][C:4]1=[O:13]. Reactants: OCC1CC1, Clc1nsnc1-c1cccnc1, [H-], [Na+], C1CCOC1, O. Product: c1cncc(-c2nsnc2OCC2CC2)c1. As a reaction SMILES: [CH:1]1([CH2:4][OH:5])[CH2:2][CH2:3]1.[Cl:8][c:9]1[c:10](-[c:14]2[cH:15][n:16][cH:17][cH:18][cH:19]2)[n:11][s:12][n:13]1.[H-:6].[Na+:7].[O:21]1[CH2:22][CH2:23][CH2:24][CH2:25]1.[OH2:20]>>[CH:1]1([CH2:4][O:5][c:9]2[c:10](-[c:14]3[cH:15][n:16][cH:17][cH:18][cH:19]3)[n:11][s:12][n:13]2)[CH2:2][CH2:3]1.